The task is: describe an organic reaction: reactants, conditions, products, and yield. This data is from the Open Reaction Database (ORD), a public repository of structured organic reaction records. Starting materials: BrC1=CC2=C(N(C(=N2)C2=CC=C(C=C2)C(C)C)CCOC)C(=C1)OC (5-Bromo-2-(4-isopropyl-phenyl)-7-methoxy-1-(2-methoxy-ethyl)-1H-benzoimidazole), CN(C)C=O (DMF), ice water. Reagents/catalysts: C=1C=CC(=CC1)[P](C=2C=CC=CC2)(C=3C=CC=CC3)[Pd]([P](C=4C=CC=CC4)(C=5C=CC=CC5)C=6C=CC=CC6)([P](C=7C=CC=CC7)(C=8C=CC=CC8)C=9C=CC=CC9)[P](C=1C=CC=CC1)(C=1C=CC=CC1)C=1C=CC=CC1 (Tetrakis(triphenylphosphine)palladium), [C-]#N.[Zn+2].[C-]#N (zinc cyanide). Conditions: temperature 180 celsius. Yields the product OCCN1C(=NC2=C1C(=CC(=C2)C#N)OC)C2=CC=C(C=C2)C(C)C (1-(2-Hydroxy-ethyl)-2-(4-isopropyl-phenyl)-7-methoxy-1H-benzoimidazole-5-carbonitrile). RXN SMILES: Br[C:2]1[CH:23]=[C:22]([O:24][CH3:25])[C:5]2[N:6]([CH2:18][CH2:19][O:20]C)[C:7]([C:9]3[CH:14]=[CH:13][C:12]([CH:15]([CH3:17])[CH3:16])=[CH:11][CH:10]=3)=[N:8][C:4]=2[CH:3]=1.[CH3:26][N:27](C=O)C>[C-]#N.[Zn+2].[C-]#N.C1C=CC([P]([Pd]([P](C2C=CC=CC=2)(C2C=CC=CC=2)C2C=CC=CC=2)([P](C2C=CC=CC=2)(C2C=CC=CC=2)C2C=CC=CC=2)[P](C2C=CC=CC=2)(C2C=CC=CC=2)C2C=CC=CC=2)(C2C=CC=CC=2)C2C=CC=CC=2)=CC=1>[OH:20][CH2:19][CH2:18][N:6]1[C:5]2[C:22]([O:24][CH3:25])=[CH:23][C:2]([C:26]#[N:27])=[CH:3][C:4]=2[N:8]=[C:7]1[C:9]1[CH:10]=[CH:11][C:12]([CH:15]([CH3:16])[CH3:17])=[CH:13][CH:14]=1 |f:2.3.4,^1:39,41,60,79|. Reported procedure: A solution of 1.42 g (3.52 mmol) of 5-Bromo-2-(4-isopropyl-phenyl)-7-methoxy-1-(2-methoxy-ethyl)-1H-benzoimidazole and 455 mg (3.87 mmol) zinc cyanide in 15 ml DMF is stirred under argon for 10 min at RT. Tetrakis(triphenylphosphine)palladium (214 mg, 0.176 mmol) is added and the reaction is heated to 180° C. for 90 min. After cooling to RT, ice/water is added and the reaction mixture is extracted with ethyl acetate (3×). The organic layer is washed with water, dried (Na2SO4) and concentrated in...